describe an organic reaction: reactants, conditions, products, and yield From a dataset of the Open Reaction Database (ORD), a public repository of structured organic reaction records. Starting materials: C(#N)C(C(=O)NC(=O)OCC)=COCC (α-cyano-β-ethoxy-N-ethoxycarbonylacrylamide), ClC=1C=C(N)C=CC1Cl (3,4-dichloroaniline), C(C)O (ethanol), C(#N)C(C(=O)NC(=O)OCC)=CNC1=CC(=C(C=C1)Cl)Cl (α-cyano-β-(3,4-dichloroanilino)-N-ethoxycarbonylacrylamide). The solvent is C1CCCC2=CC=CC=C12 (tetralin). The product is C(#N)C=1C(NC(N(C1)C1=CC(=C(C=C1)Cl)Cl)=O)=O (5-cyano-1-(3,4-dichlorophenyl)uracil). RXN SMILES: C(C(=COCC)C(NC(OCC)=O)=O)#N.ClC1C=C(C=CC=1Cl)N.C(O)C.[C:28]([C:30](=[CH:39][NH:40][C:41]1[CH:46]=[CH:45][C:44]([Cl:47])=[C:43]([Cl:48])[CH:42]=1)[C:31]([NH:33][C:34](OCC)=[O:35])=[O:32])#[N:29]>C1C2C(=CC=CC=2)CCC1>[C:28]([C:30]1[C:31](=[O:32])[NH:33][C:34](=[O:35])[N:40]([C:41]2[CH:46]=[CH:45][C:44]([Cl:47])=[C:43]([Cl:48])[CH:42]=2)[CH:39]=1)#[N:29]. Procedure details: A mixture of α-cyano-β-ethoxy-N-ethoxycarbonylacrylamide (0.047 mol), 3,4-dichloroaniline (8.15 g) and ethanol (70 ml) is heated to prepare α-cyano-β-(3,4-dichloroanilino)-N-ethoxycarbonylacrylamide, which is cyclized by heating overnight in tetralin to yield 5-cyano-1-(3,4-dichlorophenyl)uracil, m.p. 206.5°-207.5°.